This data is from the Open Reaction Database (ORD), a public repository of structured organic reaction records. The task is: describe an organic reaction: reactants, conditions, products, and yield Starting materials: CC(C)(C)OC(=O)N1CC2CC1CN2c1cncc(C#N)c1, CO, N. Yields the product CC(C)(C)OC(=O)N1CC2CC1CN2c1cncc(CN)c1. As a reaction SMILES: [C:1](#[N:2])[c:3]1[cH:4][c:5]([N:9]2[CH:10]3[CH2:11][N:12]([C:16](=[O:17])[O:18][C:19]([CH3:20])([CH3:21])[CH3:22])[CH:13]([CH2:14]2)[CH2:15]3)[cH:6][n:7][cH:8]1.[CH3:24][OH:25].[NH3:23]>>[CH2:1]([NH2:2])[c:3]1[cH:4][c:5]([N:9]2[CH:10]3[CH2:11][N:12]([C:16](=[O:17])[O:18][C:19]([CH3:20])([CH3:21])[CH3:22])[CH:13]([CH2:14]2)[CH2:15]3)[cH:6][n:7][cH:8]1. As a reaction SMILES: [I:17][c:18]1[cH:19][cH:20][c:21]([C:22](=[O:23])[Cl:24])[cH:25][cH:26]1.[NH2:1][c:2]1[cH:3][c:4]([C:5](=[O:6])[CH:7]2[CH2:8][CH2:9][N:10]([CH3:13])[CH2:11][CH2:12]2)[cH:14][cH:15][cH:16]1>>[NH:1]([c:2]1[cH:3][c:4]([C:5](=[O:6])[CH:7]2[CH2:8][CH2:9][N:10]([CH3:13])[CH2:11][CH2:12]2)[cH:14][cH:15][cH:16]1)[C:22]([c:21]1[cH:20][cH:19][c:18]([I:17])[cH:26][cH:25]1)=[O:23]. Yields the product CN1CCC(C(=O)c2cccc(NC(=O)c3ccc(I)cc3)c2)CC1. Starting materials: O=C(Cl)c1ccc(I)cc1, CN1CCC(C(=O)c2cccc(N)c2)CC1.